Dataset: the Open Reaction Database (ORD), a public repository of structured organic reaction records. Task: describe an organic reaction: reactants, conditions, products, and yield The yield is 52.6%. Product: NC1=NNC(=C1CC(=O)O)C1=CC=CC=C1 (3-Amino-5-phenyl-1H-pyrazole-4-acetic acid). Reactants: Cl.C(C)OC(CC=1C(=NNC1C1=CC=CC=C1)N)=O (3-Amino-5-phenyl-1H-pyrazole-4-acetic acid ethyl ester monohydrochloride), [OH-].[Na+] (NaOH), O (water). Procedure details: A solution of 4.1 g (0.014 mole) of 3-amino-5-phenyl-1H-pyrazole-4-acetic acid ethyl ester (Example I free base) in 50 ml of absolute EtOH was treated with 1.23 g (0.016 mole) of 50% NaOH and 10 ml of water, and the mixture was refluxed for 4 hours. After cooling to room temperature, the solvent was evaporated under reduced pressure and the residue was dissolved in water (10 ml). The pH was adjusted to approximately 6.5 with glacial acetic acid, and a solid precipitated. The solid was collected ... Solvent: CCO (EtOH). As a reaction SMILES: Cl.C([O:4][C:5](=[O:19])[CH2:6][C:7]1[C:8]([NH2:18])=[N:9][NH:10][C:11]=1[C:12]1[CH:17]=[CH:16][CH:15]=[CH:14][CH:13]=1)C.[OH-].[Na+].O>CCO>[NH2:18][C:8]1[C:7]([CH2:6][C:5]([OH:19])=[O:4])=[C:11]([C:12]2[CH:17]=[CH:16][CH:15]=[CH:14][CH:13]=2)[NH:10][N:9]=1 |f:0.1,2.3|. Yields the product Fc1ccc2c(c1)C(Br)Cn1cccc1S2. Starting materials: CCOCC, CCO, OC1Cn2cccc2Sc2ccc(F)cc21, [Na+], [Na+], O=C([O-])[O-], BrP(Br)Br. As a reaction SMILES: [CH2:30]([O:31][CH2:32][CH3:33])[CH3:34].[CH3:21][CH2:22][OH:23].[F:1][c:2]1[cH:3][cH:4][c:5]2[c:6]([cH:16]1)[CH:7]([OH:15])[CH2:8][n:9]1[c:10]([cH:12][cH:13][cH:14]1)[S:11]2.[Na+:24].[Na+:25].[O-:26][C:27](=[O:28])[O-:29].[P:17]([Br:18])([Br:19])[Br:20]>>[F:1][c:2]1[cH:3][cH:4][c:5]2[c:6]([cH:16]1)[CH:7]([Br:18])[CH2:8][n:9]1[c:10]([cH:12][cH:13][cH:14]1)[S:11]2. Reaction SMILES: [Br:1][c:2]1[cH:3][cH:4][c:5]([CH2:8][C:9](=[O:10])[O:11][CH2:12][CH3:13])[cH:6][cH:7]1.[CH2:15]([Al+:16][CH2:17][CH:18]([CH3:19])[CH3:20])[CH:21]([CH3:22])[CH3:23].[CH3:24][CH:25]([CH2:26][AlH:27][CH2:28][CH:29]([CH3:30])[CH3:31])[CH3:32].[H-:14]>>[Br:1][c:2]1[cH:3][cH:4][c:5]([CH2:8][CH:9]=[O:10])[cH:6][cH:7]1. Reactants: CCOC(=O)Cc1ccc(Br)cc1, CC(C)C[Al+]CC(C)C, CC(C)C[AlH]CC(C)C, [H-]. The product is O=CCc1ccc(Br)cc1. Reactants: CCOC(=O)N1C(=O)c2ccccc2C1=O, NCCCCCC(=O)O, [Na+], [Na+], O=C([O-])[O-], O. Product: O=C(O)CCCCCN1C(=O)c2ccccc2C1=O. As a reaction SMILES: [C:16]([N:17]1[C:22](=[O:31])[c:23]2[c:24]([cH:27][cH:28][cH:29][cH:30]2)[C:25]1=[O:26])([O:18][CH2:19][CH3:20])=[O:21].[NH2:1][CH2:2][CH2:3][CH2:4][CH2:5][CH2:6][C:7]([OH:8])=[O:9].[Na+:10].[Na+:11].[O-:12][C:13](=[O:14])[O-:15].[OH2:32]>>[N:1]1([CH2:2][CH2:3][CH2:4][CH2:5][CH2:6][C:7]([OH:8])=[O:9])[C:22](=[O:31])[c:23]2[c:24]([cH:27][cH:28][cH:29][cH:30]2)[C:25]1=[O:26]. Starting materials: COCc1nc2c(c(Nc3ccc(C(C)(C)C)cc3)n1)CCNC2, O=C([O-])[O-], Clc1cccnc1Cl, [K+], [K+], CN(C)C=O. Product: COCc1nc2c(c(Nc3ccc(C(C)(C)C)cc3)n1)CCN(c1ncccc1Cl)C2, Cl. Reaction SMILES: [C:1]([CH3:2])([CH3:3])([CH3:4])[c:5]1[cH:6][cH:7][c:8]([NH:11][c:12]2[c:13]3[c:14]([n:15][c:16]([CH2:18][O:19][CH3:20])[n:17]2)[CH2:21][NH:22][CH2:23][CH2:24]3)[cH:9][cH:10]1.[C:33](=[O:34])([O-:35])[O-:36].[Cl:25][c:26]1[n:27][cH:28][cH:29][cH:30][c:31]1[Cl:32].[K+:37].[K+:38].[O:39]=[CH:40][N:41]([CH3:42])[CH3:43]>>[C:1]([CH3:2])([CH3:3])([CH3:4])[c:5]1[cH:6][cH:7][c:8]([NH:11][c:12]2[c:13]3[c:14]([n:15][c:16]([CH2:18][O:19][CH3:20])[n:17]2)[CH2:21][N:22]([c:26]2[n:27][cH:28][cH:29][cH:30][c:31]2[Cl:32])[CH2:23][CH2:24]3)[cH:9][cH:10]1.[ClH:25]. The reactants are O=C(OC(Cl)(Cl)Cl)Cl (diphosgene), methyl ester, C(C)(=O)SC[C@H](N)C(=O)O (S-acetylcysteine), C (charcoal). Solvent: O1CCOCC1 (dioxane). Product: [N-]=C=O.COC([C@@H](N)CSC(C)=O)=O (S-acetylcysteine methyl ester isocyanate). RXN SMILES: O=[C:2](Cl)[O:3][C:4](Cl)(Cl)Cl.[C:9]([S:12][CH2:13][C@@H:14]([C:16]([OH:18])=[O:17])[NH2:15])(=[O:11])[CH3:10].C>O1CCOCC1>[N-:15]=[C:4]=[O:3].[CH3:2][O:17][C:16](=[O:18])[C@H:14]([CH2:13][S:12][C:9](=[O:11])[CH3:10])[NH2:15] |f:4.5|. Procedure details: 0.35 mol diphosgene is added dropwise over 1 hour to a mixture of 0.28 mol of the methyl ester of S-acetylcysteine and 0.4 g activated charcoal in 400 mL dioxane under N2. The reaction mixture is then heated and stirred at reflux for 21/2 hours. The reaction mixture is then cooled, filtered, and concentrated to dryness by rotary evaporator, keeping exposure to moisture to a minimum. The crude product is re-dissolved in 100 mL THF, and the pH of the solution is adjusted to 5.5-6.0 by addition of ... Reactants: CC(C)(O)C#CC(O)c1ccc(OCc2ccccc2)cc1, ClCCl, O=[Cr](=O)([O-])Cl, c1cc[nH+]cc1. Product: CC(C)(O)C#CC(=O)c1ccc(OCc2ccccc2)cc1. Reaction SMILES: [CH2:1]([c:2]1[cH:3][cH:4][cH:5][cH:6][cH:7]1)[O:8][c:9]1[cH:10][cH:11][c:12]([CH:15]([C:16]#[C:17][C:18]([CH3:19])([OH:20])[CH3:21])[OH:22])[cH:13][cH:14]1.[Cl:34][CH2:35][Cl:36].[O:23]=[Cr:24]([Cl:25])([O-:26])=[O:27].[nH+:28]1[cH:29][cH:30][cH:31][cH:32][cH:33]1>>[CH2:1]([c:2]1[cH:3][cH:4][cH:5][cH:6][cH:7]1)[O:8][c:9]1[cH:10][cH:11][c:12]([C:15]([C:16]#[C:17][C:18]([CH3:19])([OH:20])[CH3:21])=[O:22])[cH:13][cH:14]1. Starting materials: COC(C1=CN=C(C=C1)OCC=1C(=NOC1C)C1=CC(=CC=C1)F)=O (6-[3-(3-fluoro-phenyl)-5-methyl-isoxazol-4-ylmethoxy]-nicotinic acid methyl ester), O (water), C[Al](C)C (trimethylaluminium), N1CCSCC1 (thiomorpholine). The solvent is O1CCOCC1 (dioxane), O1CCOCC1 (dioxane). Reaction conditions: time 1 hour. The product is FC=1C=C(C=CC1)C1=NOC(=C1COC1=CC=C(C=N1)C(=O)N1CCSCC1)C ({6-[3-(3-Fluoro-phenyl)-5-methyl-isoxazol-4-ylmethoxy]-pyridin-3-yl}-thiomorpholin-4-yl-methanone). Yield: 100.0%. Reaction SMILES: C[Al](C)C.[NH:5]1[CH2:10][CH2:9][S:8][CH2:7][CH2:6]1.C[O:12][C:13](=O)[C:14]1[CH:19]=[CH:18][C:17]([O:20][CH2:21][C:22]2[C:23]([C:28]3[CH:33]=[CH:32][CH:31]=[C:30]([F:34])[CH:29]=3)=[N:24][O:25][C:26]=2[CH3:27])=[N:16][CH:15]=1.O>O1CCOCC1>[F:34][C:30]1[CH:29]=[C:28]([C:23]2[C:22]([CH2:21][O:20][C:17]3[N:16]=[CH:15][C:14]([C:13]([N:5]4[CH2:10][CH2:9][S:8][CH2:7][CH2:6]4)=[O:12])=[CH:19][CH:18]=3)=[C:26]([CH3:27])[O:25][N:24]=2)[CH:33]=[CH:32][CH:31]=1. Procedure details: A solution of trimethylaluminium (2 M in toluene, 600 μL, 1.2 mmol) was added dropwise (exothermic) to a solution of thiomorpholine (124 mg, 120 μL, 1.2 mmol) in dioxane (7.5 mL) and the resulting mixture was stirred at room temperature for 1 h. Then a solution of 6-[3-(3-fluoro-phenyl)-5-methyl-isoxazol-4-ylmethoxy]-nicotinic acid methyl ester (103 mg, 0.3 mmol) in dioxane (4 mL) was added. The resulting mixture was then heated at 85-95° C. for 4 h and then cooled to room temperature and then p... Reactants: [Br-], C1CCOC1, C[Mg+], O=C(O)c1cccnc1Cl. The product is CC(=O)c1cccnc1Cl. Reaction SMILES: [Br-:11].[CH2:14]1[O:15][CH2:16][CH2:17][CH2:18]1.[CH3:12][Mg+:13].[Cl:1][c:2]1[c:3]([C:4](=[O:5])[OH:6])[cH:7][cH:8][cH:9][n:10]1>>[Cl:1][c:2]1[c:3]([C:4](=[O:6])[CH3:12])[cH:7][cH:8][cH:9][n:10]1. The product is CC(C)(C)OC(=O)N1CC(=O)N(c2c(F)cccc2F)CC1(C)C. RXN SMILES: [C:7]([CH3:8])([CH3:9])([CH3:10])[O:11][C:12]([NH:13][C:14]([CH2:15][N:16]([c:17]1[c:18]([F:24])[cH:19][cH:20][cH:21][c:22]1[F:23])[C:25]([CH2:26][Br:27])=[O:28])([CH3:29])[CH3:30])=[O:31].[CH3:1][C:2]([CH3:3])([O-:4])[CH3:5].[CH3:32][C:33](=[O:34])[OH:35].[K+:6].[O:36]1[CH2:37][CH2:38][CH2:39][CH2:40]1>>[C:7]([CH3:8])([CH3:9])([CH3:10])[O:11][C:12]([N:13]1[C:14]([CH3:29])([CH3:30])[CH2:15][N:16]([c:17]2[c:18]([F:24])[cH:19][cH:20][cH:21][c:22]2[F:23])[C:25](=[O:28])[CH2:26]1)=[O:31]. Reactants: CC(C)(CN(C(=O)CBr)c1c(F)cccc1F)NC(=O)OC(C)(C)C, CC(C)(C)[O-], CC(=O)O, [K+], C1CCOC1.